This data is from the Open Reaction Database (ORD), a public repository of structured organic reaction records. The task is: describe an organic reaction: reactants, conditions, products, and yield Starting materials: O=C([O-])[O-], CC(C)=O, ClCc1cccs1, [I-], [K+], [K+], [K+], O=NN1CCNCC1, O. The product is O=NN1CCN(Cc2cccs2)CC1. As a reaction SMILES: [C:16](=[O:17])([O-:18])[O-:19].[CH3:25][C:26](=[O:27])[CH3:28].[Cl:1][CH2:2][c:3]1[s:4][cH:5][cH:6][cH:7]1.[I-:23].[K+:20].[K+:21].[K+:22].[N:8](=[O:9])[N:10]1[CH2:11][CH2:12][NH:13][CH2:14][CH2:15]1.[OH2:24]>>[CH2:2]([c:3]1[s:4][cH:5][cH:6][cH:7]1)[N:13]1[CH2:12][CH2:11][N:10]([N:8]=[O:9])[CH2:15][CH2:14]1. Reactants: [H][H] (hydrogen), [H][H] (hydrogen), C(C1=CC=CC=C1)OC1=C(C=CC(=C1)C(CCCCCC)(C)C)[C@@H]1CC(C[C@H](C1)C)=O (trans-3-[2-benzyloxy-4-(1,1-dimethylheptyl)phenyl]-5-methylcyclohexanone). Reagents/catalysts: [Pd] (palladium on carbon). The solvent is CO (methanol). Product: CC(CCCCCC)(C)C1=CC(=C(C=C1)[C@@H]1CC(C[C@H](C1)C)=O)O (trans-3-[4-(1,1-Dimethylheptyl)-2-hydroxyphenyl]-5-methyl-cyclohexanone). The yield is 64.6%. Reaction SMILES: C([O:8][C:9]1[CH:14]=[C:13]([C:15]([CH3:23])([CH3:22])[CH2:16][CH2:17][CH2:18][CH2:19][CH2:20][CH3:21])[CH:12]=[CH:11][C:10]=1[C@H:24]1[CH2:29][C@H:28]([CH3:30])[CH2:27][C:26](=[O:31])[CH2:25]1)C1C=CC=CC=1.[H][H]>[Pd].CO>[CH3:23][C:15]([C:13]1[CH:12]=[CH:11][C:10]([C@H:24]2[CH2:29][C@H:28]([CH3:30])[CH2:27][C:26](=[O:31])[CH2:25]2)=[C:9]([OH:8])[CH:14]=1)([CH3:22])[CH2:16][CH2:17][CH2:18][CH2:19][CH2:20][CH3:21]. Reported procedure: A mixture of trans-3-[2-benzyloxy-4-(1,1-dimethylheptyl)phenyl]-5-methylcyclohexanone (175 mg, 0.417 mmole) and 175 mg of 5% palladium on carbon-50% water in methanol (8 ml) was stirred under one atmosphere of hydrogen gas until hydrogen uptake ceased. The reaction mixture was filtered through diatomaceous earth and the filtrate evaporated under reduced pressure. Crystallization of the residue in pentane gave 89 mg (64%) of the title compound. Reactants: C1CCNCC1, C=O, CC(C)C(C(N)=S)c1ccccn1, CO. Yields the product CC(C)C(C(=S)NCN1CCCCC1)c1ccccn1. RXN SMILES: [CH2:14]1[CH2:15][CH2:16][NH:17][CH2:18][CH2:19]1.[CH2:20]=[O:21].[CH3:1][CH:2]([CH:3]([C:4](=[S:5])[NH2:6])[c:7]1[n:8][cH:9][cH:10][cH:11][cH:12]1)[CH3:13].[CH3:22][OH:23]>>[CH3:1][CH:2]([CH:3]([C:4](=[S:5])[NH:6][CH2:20][N:17]1[CH2:16][CH2:15][CH2:14][CH2:19][CH2:18]1)[c:7]1[n:8][cH:9][cH:10][cH:11][cH:12]1)[CH3:13].